Task: describe an organic reaction: reactants, conditions, products, and yield. Dataset: the Open Reaction Database (ORD), a public repository of structured organic reaction records Reactants: C(CCCCCCCCC)N(C)CCCCCCCCCC (didecylmethylamine), ClCCC[Si](OC)(OC)OC (3-chloropropyltrimethoxysilane), active material. Reaction conditions: temperature 110 celsius. The product is [Cl-].CO[Si](CCC[N+](C)(CCCCCCCCCC)CCCCCCCCCC)(OC)OC (3-(Trimethyoxysilyl)propyldidecylmethyl Ammonium Chloride). RXN SMILES: [CH2:1]([N:11]([CH2:13][CH2:14][CH2:15][CH2:16][CH2:17][CH2:18][CH2:19][CH2:20][CH2:21][CH3:22])[CH3:12])[CH2:2][CH2:3][CH2:4][CH2:5][CH2:6][CH2:7][CH2:8][CH2:9][CH3:10].[Cl:23][CH2:24][CH2:25][CH2:26][Si:27]([O:32][CH3:33])([O:30][CH3:31])[O:28][CH3:29]>>[Cl-:23].[CH3:29][O:28][Si:27]([O:32][CH3:33])([O:30][CH3:31])[CH2:26][CH2:25][CH2:24][N+:11]([CH2:1][CH2:2][CH2:3][CH2:4][CH2:5][CH2:6][CH2:7][CH2:8][CH2:9][CH3:10])([CH2:13][CH2:14][CH2:15][CH2:16][CH2:17][CH2:18][CH2:19][CH2:20][CH2:21][CH3:22])[CH3:12] |f:2.3|. Reported procedure: In a 12-liter 3-neck round bottom reaction flask equipped with stirrer, thermometer and condenser was placed 4746 grams (15.2 moles) of didecylmethylamine and 3160.7 grams (15.9 moles) 3-chloropropyltrimethoxysilane. The solution was stirred with heating at 110° C. under a nitrogen atmosphere for 48 hours. The dark yellow/orange liquid was then placed under vacuum (5 torr), and approximately 135 mls. residual 3-chloropropyltrimethoxysilane was removed. The remaining product was then added slowly... Starting materials: NCCC1=CC=C(C=C1)O (tyramine), C(#N)C1=C(C(=CC=C1F)F)N=CN(C)C (N′-(2-cyano-3,6-difluorophenyl)-N,N-dimethylformamidine), C(C)(=O)O (acetic acid). The solvent is C(C)O (ethanol). Reaction conditions: temperature 75 celsius. Yields the product FC1=C2C(=NC=NC2=C(C=C1)F)NCCC1=CC=C(C=C1)O (4-[2-(5,8-difluoroquinazolin-4-ylamino)-ethyl]-phenol). Yield: 78.1%. As a reaction SMILES: [NH2:1][CH2:2][CH2:3][C:4]1[CH:9]=[CH:8][C:7]([OH:10])=[CH:6][CH:5]=1.C([C:13]1[C:18]([F:19])=[CH:17][CH:16]=[C:15]([F:20])[C:14]=1[N:21]=[CH:22][N:23]([CH3:25])C)#N.C(O)(=O)C>C(O)C>[F:19][C:18]1[CH:17]=[CH:16][C:15]([F:20])=[C:14]2[C:13]=1[C:25]([NH:1][CH2:2][CH2:3][C:4]1[CH:9]=[CH:8][C:7]([OH:10])=[CH:6][CH:5]=1)=[N:23][CH:22]=[N:21]2. Reported procedure: A mixture of tyramine (2.62 g, 19 mmol), N′-(2-cyano-3,6-difluorophenyl)-N,N-dimethylformamidine (2.0 g, 9.56 mmol), acetic acid (3.4 mL, 60 mmol) and ethanol (50 mL) was heated at 75° C. for 16 h. Upon cooling, the solvent was removed under reduced pressure and the remaining solid was stirred in water for a few minutes, collected by suction filtration and washed with water. The filter cake was dried under vacuum to give 2.25 g (78%) of 4-[2-(5,8-difluoroquinazolin-4-ylamino)-ethyl]-phenol as an... Reaction SMILES: [Br:12][c:13]1[cH:14][c:15]([CH2:20][C:21]([OH:22])=[O:23])[cH:16][cH:17][c:18]1[F:19].[C:1]1(=[O:11])[O:2][C:3](=[O:10])[C:4]2=[C:9]1[CH2:8][CH2:7][CH2:6][CH2:5]2.[CH3:25][C:26](=[O:27])[O-:28].[CH3:29][CH2:30][OH:31].[Na+:24]>>[C:1]1(=[O:11])[O:2][C:3](=[CH:20][c:15]2[cH:14][c:13]([Br:12])[c:18]([F:19])[cH:17][cH:16]2)[C:4]2=[C:9]1[CH2:8][CH2:7][CH2:6][CH2:5]2. Starting materials: O=C(O)Cc1ccc(F)c(Br)c1, O=C1OC(=O)C2=C1CCCC2, CC(=O)[O-], CCO, [Na+]. Yields the product O=C1OC(=Cc2ccc(F)c(Br)c2)C2=C1CCCC2. Procedure details: A mixture of sodium 2-{4-n-propyl-2,6,7-trioxabicyclo[2.2.2]oct-1-yl}acetate (1.0 g) and propargyl bromide (1.8 ml of 80% solution in toluene, supplied by Aldrich) in dry dimethylformamide (30 ml) was stirred at 20° for 24 hours. Water was added and the aqueous mixture was extracted with diethyl ether. The ethereal extracts were washed with water and dried over anhydrous magnesium sulphate. The solvent was removed in vacuo and the residue was chromatographed on silica (pre-eluted with 1:3 dichlo... Starting materials: C(CC)C12COC(OC1)(OC2)CC(=O)[O-].[Na+] (sodium 2-{4-n-propyl-2,6,7-trioxabicyclo[2.2.2]oct-1-yl}acetate), C(C#C)Br (propargyl bromide), O (Water). Reaction SMILES: [CH2:1]([C:4]12[CH2:11][O:10][C:7]([CH2:12][C:13]([O-:15])=[O:14])([O:8][CH2:9]1)[O:6][CH2:5]2)[CH2:2][CH3:3].[Na+].[CH2:17](Br)[C:18]#[CH:19].O>CN(C)C=O>[CH2:1]([C:4]12[CH2:9][O:8][C:7]([CH2:12][C:13]([O:15][CH2:19][C:18]#[CH:17])=[O:14])([O:6][CH2:5]1)[O:10][CH2:11]2)[CH2:2][CH3:3] |f:0.1|. The solvent is CN(C=O)C (dimethylformamide). Reaction conditions: time 24 hour. Product: C(CC)C12COC(OC1)(OC2)CC(=O)OCC#C (Prop-2-ynyl 2-{4-n-propyl-2,6,7-trioxabicyclo[2.2,2]oct-1-yl}acetate). Starting materials: C(C)(C)(C)OC(=O)N1CCN(CC1)C1=C2N(C(N(C2=NC=N1)C=1C=NC(=CC1)OC)=O)CC#CC (4-[7-(2-Butynyl)-9-(6-methoxy-pyridin-3-yl)-8-oxo-8,9-dihydro-7H-purin-6-yl]piperazi ne-1-carboxylic acid t-butyl ester), FC(C(=O)O)(F)F (trifluoroacetic acid). Conditions: time 5 minute. Yields the product FC(C(=O)O)(F)F.C(C#CC)N1C(N(C2=NC=NC(=C12)N1CCNCC1)C=1C=NC(=CC1)OC)=O (7-(2-Butynyl)-9-(6-methoxy-pyridin-3-yl)-6-(piperazin-1-yl)-7,9-dihydropurin-8-one trifluoroacetic acid salt). As a reaction SMILES: C(OC([N:8]1[CH2:13][CH2:12][N:11]([C:14]2[N:22]=[CH:21][N:20]=[C:19]3[C:15]=2[N:16]([CH2:32][C:33]#[C:34][CH3:35])[C:17](=[O:31])[N:18]3[C:23]2[CH:24]=[N:25][C:26]([O:29][CH3:30])=[CH:27][CH:28]=2)[CH2:10][CH2:9]1)=O)(C)(C)C.[F:36][C:37]([F:42])([F:41])[C:38]([OH:40])=[O:39]>>[F:36][C:37]([F:42])([F:41])[C:38]([OH:40])=[O:39].[CH2:32]([N:16]1[C:15]2[C:19](=[N:20][CH:21]=[N:22][C:14]=2[N:11]2[CH2:12][CH2:13][NH:8][CH2:9][CH2:10]2)[N:18]([C:23]2[CH:24]=[N:25][C:26]([O:29][CH3:30])=[CH:27][CH:28]=2)[C:17]1=[O:31])[C:33]#[C:34][CH3:35] |f:2.3|. Procedure: 4-[7-(2-Butynyl)-9-(6-methoxy-pyridin-3-yl)-8-oxo-8,9-dihydro-7H-purin-6-yl]piperazi ne-1-carboxylic acid t-butyl ester (60 mg) was dissolved in trifluoroacetic acid, and this reaction solution was stirred at room temperature for five minutes, and then concentrated. The residue was purified by reverse phase high performance liquid chromatography to give the title compound (48.25 mg). Reactants: O=C([O-])O, CS(=O)(=O)Cl, CNc1ccc(-c2nc3c(c(C4CCCCC4)nn3C)c(=O)[nH]2)c(OC)c1, [Na+], c1ccncc1. Product: COc1cc(N(C)S(C)(=O)=O)ccc1-c1nc2c(c(C3CCCCC3)nn2C)c(=O)[nH]1. As a reaction SMILES: [C:33](=[O:34])([O-:35])[OH:36].[CH3:28][S:29]([Cl:30])(=[O:31])=[O:32].[CH:1]1([c:7]2[n:8][n:9]([CH3:27])[c:10]3[n:11][c:12](-[c:17]4[c:18]([O:25][CH3:26])[cH:19][c:20]([NH:23][CH3:24])[cH:21][cH:22]4)[nH:13][c:14](=[O:16])[c:15]23)[CH2:2][CH2:3][CH2:4][CH2:5][CH2:6]1.[Na+:37].[cH:38]1[cH:39][cH:40][n:41][cH:42][cH:43]1>>[CH:1]1([c:7]2[n:8][n:9]([CH3:27])[c:10]3[n:11][c:12](-[c:17]4[c:18]([O:25][CH3:26])[cH:19][c:20]([N:23]([CH3:24])[S:29]([CH3:28])(=[O:31])=[O:32])[cH:21][cH:22]4)[nH:13][c:14](=[O:16])[c:15]23)[CH2:2][CH2:3][CH2:4][CH2:5][CH2:6]1. The reactants are O=C(CO)OCc1ccccc1, CCOC(C)=O, C1CCC2=NCCCN2CC1, C1CCOC1, CC(C)(C)[O-], CCCCCC, CS(=O)c1ncc(C(=O)Nc2ccc(F)cc2)cn1, [K+]. Product: O=C(COc1ncc(C(=O)Nc2ccc(F)cc2)cn1)OCc1ccccc1. As a reaction SMILES: [C:20]([CH2:21][OH:22])(=[O:23])[O:24][CH2:25][c:26]1[cH:27][cH:28][cH:29][cH:30][cH:31]1.[C:60]([O:61][CH2:62][CH3:63])(=[O:64])[CH3:65].[CH2:38]1[CH2:39][CH2:40][C:41]2=[N:46][CH2:45][CH2:44][CH2:43][N:42]2[CH2:47][CH2:48]1.[CH2:49]1[O:50][CH2:51][CH2:52][CH2:53]1.[CH3:32][C:33]([CH3:34])([O-:35])[CH3:36].[CH3:54][CH2:55][CH2:56][CH2:57][CH2:58][CH3:59].[F:1][c:2]1[cH:3][cH:4][c:5]([NH:8][C:9](=[O:10])[c:11]2[cH:12][n:13][c:14]([S:17]([CH3:18])=[O:19])[n:15][cH:16]2)[cH:6][cH:7]1.[K+:37]>>[F:1][c:2]1[cH:3][cH:4][c:5]([NH:8][C:9](=[O:10])[c:11]2[cH:12][n:13][c:14]([O:22][CH2:21][C:20](=[O:23])[O:24][CH2:25][c:26]3[cH:27][cH:28][cH:29][cH:30][cH:31]3)[n:15][cH:16]2)[cH:6][cH:7]1. Starting materials: [C-]#N, Cc1cn(CCCCN2CCN(c3cc(C(F)(F)F)nc(C(C)(C)C)n3)CC2)c(=O)nc1S, ClCCl, [K+], [Na+], O=C([O-])O, C1COCCOCCOCCOCCOCCO1. The product is Cc1cn(CCCCN2CCN(c3cc(C(F)(F)F)nc(C(C)(C)C)n3)CC2)c(=O)nc1SC#N. As a reaction SMILES: [C-:1]#[N:2].[C:9]([CH3:10])([CH3:11])([CH3:12])[c:13]1[n:14][c:15]([C:38]([F:39])([F:40])[F:41])[cH:16][c:17]([N:19]2[CH2:20][CH2:21][N:22]([CH2:25][CH2:26][CH2:27][CH2:28][n:29]3[c:30](=[O:37])[n:31][c:32]([SH:36])[c:33]([CH3:35])[cH:34]3)[CH2:23][CH2:24]2)[n:18]1.[CH2:60]([Cl:61])[Cl:62].[K+:3].[Na+:8].[O-:4][C:5]([OH:6])=[O:7].[O:42]1[CH2:43][CH2:44][O:45][CH2:46][CH2:47][O:48][CH2:49][CH2:50][O:51][CH2:52][CH2:53][O:54][CH2:55][CH2:56][O:57][CH2:58][CH2:59]1>>[C:1](#[N:2])[S:36][c:32]1[n:31][c:30](=[O:37])[n:29]([CH2:28][CH2:27][CH2:26][CH2:25][N:22]2[CH2:21][CH2:20][N:19]([c:17]3[cH:16][c:15]([C:38]([F:39])([F:40])[F:41])[n:14][c:13]([C:9]([CH3:10])([CH3:11])[CH3:12])[n:18]3)[CH2:24][CH2:23]2)[cH:34][c:33]1[CH3:35]. Starting materials: [Al+3], C1CCOC1, [H-], [H-], [H-], [H-], [Li+], [Na+], [OH-], O, N#CC(O)c1ccsc1. Yields the product NCC(O)c1ccsc1. Reaction SMILES: [Al+3:2].[CH2:19]1[O:20][CH2:21][CH2:22][CH2:23]1.[H-:1].[H-:4].[H-:5].[H-:6].[Li+:3].[Na+:18].[OH-:17].[OH2:16].[OH:7][CH:8]([C:9]#[N:10])[c:11]1[cH:12][s:13][cH:14][cH:15]1>>[OH:7][CH:8]([CH2:9][NH2:10])[c:11]1[cH:12][s:13][cH:14][cH:15]1.